From a dataset of the Open Reaction Database (ORD), a public repository of structured organic reaction records. describe an organic reaction: reactants, conditions, products, and yield Starting materials: COC(C)[Si](C)(C)C, ClCCl, Cc1ccc(F)cc1C1CC(=O)N(CC(=O)OC(C)(C)C)C(c2cccc(Cl)c2)C12C(=O)Nc1cc(Cl)ccc12, O=C(O)C(F)(F)F. Reaction SMILES: [CH3:1][O:2][CH:3]([Si:4]([CH3:5])([CH3:6])[CH3:7])[CH3:8].[Cl:56][CH2:57][Cl:58].[Cl:9][c:10]1[cH:11][cH:12][c:13]2[c:17]([cH:18]1)[NH:16][C:15](=[O:19])[C:14]21[CH:20]([c:42]2[cH:43][c:44]([Cl:48])[cH:45][cH:46][cH:47]2)[N:21]([CH2:34][C:35](=[O:36])[O:37][C:38]([CH3:39])([CH3:40])[CH3:41])[C:22](=[O:33])[CH2:23][CH:24]1[c:25]1[c:26]([CH3:32])[cH:27][cH:28][c:29]([F:31])[cH:30]1.[OH:49][C:50]([C:51]([F:52])([F:53])[F:54])=[O:55]>>[Cl:9][c:10]1[cH:11][cH:12][c:13]2[c:17]([cH:18]1)[NH:16][C:15](=[O:19])[C:14]21[CH:20]([c:42]2[cH:43][c:44]([Cl:48])[cH:45][cH:46][cH:47]2)[N:21]([CH2:34][C:35](=[O:36])[OH:37])[C:22](=[O:33])[CH2:23][CH:24]1[c:25]1[c:26]([CH3:32])[cH:27][cH:28][c:29]([F:31])[cH:30]1. The product is Cc1ccc(F)cc1C1CC(=O)N(CC(=O)O)C(c2cccc(Cl)c2)C12C(=O)Nc1cc(Cl)ccc12. The reactants are CC(C)(C)[Si](OC(C=CC1C(OC(=O)c2ccccc2)CC2OC(=O)CC21)c1cc2ccccc2s1)(c1ccccc1)c1ccccc1, O=C([O-])[O-], CO, [K+], [K+]. Product: CC(C)(C)[Si](OC(C=CC1C(O)CC2OC(=O)CC21)c1cc2ccccc2s1)(c1ccccc1)c1ccccc1. RXN SMILES: [C:1](=[O:2])([c:3]1[cH:4][cH:5][cH:6][cH:7][cH:8]1)[O:9][CH:10]1[CH:11]([CH:19]=[CH:20][CH:21]([O:22][Si:23]([c:24]2[cH:25][cH:26][cH:27][cH:28][cH:29]2)([c:30]2[cH:31][cH:32][cH:33][cH:34][cH:35]2)[C:36]([CH3:37])([CH3:38])[CH3:39])[c:40]2[cH:41][c:42]3[c:43]([s:44]2)[cH:45][cH:46][cH:47][cH:48]3)[CH:12]2[CH:13]([O:14][C:15](=[O:17])[CH2:16]2)[CH2:18]1.[C:51](=[O:52])([O-:53])[O-:54].[CH3:49][OH:50].[K+:55].[K+:56]>>[OH:9][CH:10]1[CH:11]([CH:19]=[CH:20][CH:21]([O:22][Si:23]([c:24]2[cH:25][cH:26][cH:27][cH:28][cH:29]2)([c:30]2[cH:31][cH:32][cH:33][cH:34][cH:35]2)[C:36]([CH3:37])([CH3:38])[CH3:39])[c:40]2[cH:41][c:42]3[c:43]([s:44]2)[cH:45][cH:46][cH:47][cH:48]3)[CH:12]2[CH:13]([O:14][C:15](=[O:17])[CH2:16]2)[CH2:18]1. The reactants are C=CC(=O)OC(C)(C)C, CO, NCCCc1ccc(O)cc1. Yields the product CC(C)(C)OC(=O)CCNCCCc1ccc(O)cc1. As a reaction SMILES: [C:12]([CH:13]=[CH2:14])(=[O:15])[O:16][C:17]([CH3:18])([CH3:19])[CH3:20].[CH3:21][OH:22].[NH2:1][CH2:2][CH2:3][CH2:4][c:5]1[cH:6][cH:7][c:8]([OH:11])[cH:9][cH:10]1>>[NH:1]([CH2:2][CH2:3][CH2:4][c:5]1[cH:6][cH:7][c:8]([OH:11])[cH:9][cH:10]1)[CH2:14][CH2:13][C:12](=[O:15])[O:16][C:17]([CH3:18])([CH3:19])[CH3:20]. Starting materials: C([O-])([O-])=O.[Na+].[Na+] (sodium carbonate), OC=1C=C(CC2N(CCC2)C)C=CC1 (2-(3-hydroxybenzyl)-1-methylpyrrolidine), C(C(C)(C)C)(=O)Cl (pivaloyl chloride), ice water. The solvent is N1=CC=CC=C1 (pyridine). Yields the product CN1C(CCC1)CC1=CC(=CC=C1)OC(C(C)(C)C)=O (1-methyl-2-(3-pivaloyloxybenzyl)pyrrolidine). As a reaction SMILES: [OH:1][C:2]1[CH:3]=[C:4]([CH:12]=[CH:13][CH:14]=1)[CH2:5][CH:6]1[CH2:10][CH2:9][CH2:8][N:7]1[CH3:11].[C:15](Cl)(=[O:20])[C:16]([CH3:19])([CH3:18])[CH3:17].C(=O)([O-])[O-].[Na+].[Na+]>N1C=CC=CC=1>[CH3:11][N:7]1[CH2:8][CH2:9][CH2:10][CH:6]1[CH2:5][C:4]1[CH:12]=[CH:13][CH:14]=[C:2]([O:1][C:15](=[O:20])[C:16]([CH3:19])([CH3:18])[CH3:17])[CH:3]=1 |f:2.3.4|. Procedure details: Stir 380 mg of 2-(3-hydroxybenzyl)-1-methylpyrrolidine at 100° for 2.5 hours with 480 mg of pivaloyl chloride in 5 ml of absolute pyridine. Pour the resulting reaction mixture into 50 ml of ice water. Then add 20 ml of saturated sodium carbonate solution thereto before extracting it with diethyl ether. Dry the ether extract over sodium sulfate, distil off the solvent and distil the residue under a high vacuum to obtain 320 mg (58% of theory) of the title compound as colorless liquid of b.p. 95° ... Reactants: C(C=C)OC1(CCN(CC1)C1=C(C(=NC=2N1N=C(C2)C=2C=C(C(=CC2)C)C2=C(C=CC=C2O[C@@H](C)CC=C)Cl)C)[C@@H](C(=O)OC)OC(C)(C)C)C ((2S)-methyl 2-(7-(4-(allyloxy)-4-methylpiperidin-1-yl)-2-(2′-chloro-6-methyl-6′-((S)-pent-4-en-2-yloxy)-[1,1′-biphenyl]-3-yl)-5-methylpyrazolo[1,5-a]pyrimidin-6-yl)-2-(tert-butoxy)acetate). The reagents and catalysts are CC1=CC(=C(C(=C1)C)N2CCN(C2=[Ru](=CC3=C(C=CC=C3)OC(C)C)(Cl)Cl)C4=C(C=C(C=C4C)C)C)C (Hoveyda-Grubbs Catalyst 2nd Generation). Solvent: ClCCCl (DCE). Reaction conditions: temperature 95 celsius, time 3 hour. Yields the product ClC1=C2C3=C(C=CC(C4=NN5C(N=C(C(=C5N5CCC(OCC=CC[C@@H](OC2=CC=C1)C)(CC5)C)[C@@H](C(=O)OC)OC(C)(C)C)C)=C4)=C3)C (Methyl (2S)-[(22S)-16-chloro-4,13,22,28-tetramethyl-21,27-dioxa-1,5,7,8-tetraazahexacyclo[26.2.2.16,9.110,14.02,7.015,20]tetratriaconta-2,4, 6(34), 8, 10(33),11,13,15,17,19,24-undecaen-3-yl][(2-methyl-2-propanyl)oxy]acetate). Reaction SMILES: [CH2:1]([O:4][C:5]1([CH3:51])[CH2:10][CH2:9][N:8]([C:11]2[N:16]3[N:17]=[C:18]([C:20]4[CH:21]=[C:22]([C:27]5[C:32]([O:33][C@H:34]([CH2:36]C=C)[CH3:35])=[CH:31][CH:30]=[CH:29][C:28]=5[Cl:39])[C:23]([CH3:26])=[CH:24][CH:25]=4)[CH:19]=[C:15]3[N:14]=[C:13]([CH3:40])[C:12]=2[C@H:41]([O:46][C:47]([CH3:50])([CH3:49])[CH3:48])[C:42]([O:44][CH3:45])=[O:43])[CH2:7][CH2:6]1)[CH:2]=[CH2:3]>ClCCCl.CC1C=C(C)C(N2C(=[Ru](Cl)(Cl)=CC3C=CC=CC=3OC(C)C)N(C3C(C)=CC(C)=CC=3C)CC2)=C(C)C=1>[Cl:39][C:28]1[CH:29]=[CH:30][CH:31]=[C:32]2[C:27]=1[C:22]1[CH:21]=[C:20]([C:18]3[CH:19]=[C:15]4[N:14]=[C:13]([CH3:40])[C:12]([C@H:41]([O:46][C:47]([CH3:48])([CH3:49])[CH3:50])[C:42]([O:44][CH3:45])=[O:43])=[C:11]([N:8]5[CH2:7][CH2:6][C:5]([CH3:51])([O:4][CH2:1][CH:2]=[CH:3][CH2:35][C@H:34]([CH3:36])[O:33]2)[CH2:10][CH2:9]5)[N:16]4[N:17]=3)[CH:25]=[CH:24][C:23]=1[CH3:26]. Procedure details: To a solution of (2S)-methyl 2-(7-(4-(allyloxy)-4-methylpiperidin-1-yl)-2-(2′-chloro-6-methyl-6′-((S)-pent-4-en-2-yloxy)-[1,1′-biphenyl]-3-yl)-5-methylpyrazolo[1,5-a]pyrimidin-6-yl)-2-(tert-butoxy)acetate (100 mg, 0.140 mmol, 1.0 equiv) in DCE (7 mL) was added Hoveyda-Grubbs Catalyst 2nd Generation (8.76 mg, 0.014 mmol, 0.1 equiv) and stirred for 3 h at 95° C. The solvent was evaporated to give a grey solid which was used in the next step without further purification. LCMS (M+1)=687.3. Starting materials: NN, CC([O-])=[SH]CC(Cc1ccccc1)NC(=O)N1CCOCC1, O. Yields the product O=C(NC(CS)Cc1ccccc1)N1CCOCC1. Reaction SMILES: [NH2:24][NH2:25].[O:1]1[CH2:2][CH2:3][N:4]([C:7](=[O:8])[NH:9][CH:10]([CH2:11][SH:12]=[C:13]([O-:14])[CH3:15])[CH2:16][c:17]2[cH:18][cH:19][cH:20][cH:21][cH:22]2)[CH2:5][CH2:6]1.[OH2:23]>>[O:1]1[CH2:2][CH2:3][N:4]([C:7](=[O:8])[NH:9][CH:10]([CH2:11][SH:12])[CH2:16][c:17]2[cH:18][cH:19][cH:20][cH:21][cH:22]2)[CH2:5][CH2:6]1.